This data is from the Open Reaction Database (ORD), a public repository of structured organic reaction records. The task is: describe an organic reaction: reactants, conditions, products, and yield Solvent: C(C)#N (ACN). Reaction SMILES: [CH2:1]([O:8][C:9]1[CH:14]=[CH:13][C:12]([OH:15])=[CH:11][C:10]=1[Br:16])[C:2]1[CH:7]=[CH:6][CH:5]=[CH:4][CH:3]=1.[Mg+2].[Cl-].[Cl-].[CH2:20]=[O:21].[Cl-].[NH4+]>C(#N)C>[CH2:1]([O:8][C:9]1[C:10]([Br:16])=[CH:11][C:12]([OH:15])=[C:13]([CH:14]=1)[CH:20]=[O:21])[C:2]1[CH:3]=[CH:4][CH:5]=[CH:6][CH:7]=1 |f:1.2.3,5.6|. Procedure: To a chilled solution of phenol (Step 1) (4.7 g, 16.8 mmole) in ACN was added MgCl2 (1.92 g, 20 mmole) portion-wise while maintaining the temperature below 10° C., followed by paraformaldehyde (2.52 g, 84 mmole) and TEA (9.5 mL, 67 mmole) producing a 15° C. exotherm. The mixture was heated to 72° C. for 2 hrs. The reaction was cooled to room temperature and poured into saturated aqueous ammonium chloride (500 mL), extracted with ethyl acetate (2×150 mL). The combined organic phases were washed w... Yields the product C(C1=CC=CC=C1)OC=1C(=CC(=C(C=O)C1)O)Br (5-(benzyloxy)-4-bromo-2-hydroxybenzaldehyde). Reactants: TEA, [Cl-].[NH4+] (ammonium chloride), C(C1=CC=CC=C1)OC1=C(C=C(C=C1)O)Br (4-(benzyloxy)-3-bromophenol), [Mg+2].[Cl-].[Cl-] (MgCl2), C=O (paraformaldehyde). Conditions: temperature 72 celsius. Starting materials: CCOCC, CO, Cl, [K+], NO, S=C1CCOCCN1, [OH-]. Yields the product ON=C1CCOCCN1. As a reaction SMILES: [CH2:14]([O:15][CH2:16][CH3:17])[CH3:18].[CH3:19][OH:20].[ClH:3].[K+:5].[NH2:1][OH:2].[O:6]1[CH2:7][CH2:8][NH:9][C:10](=[S:13])[CH2:11][CH2:12]1.[OH-:4]>>[N:1]([OH:2])=[C:10]1[NH:9][CH2:8][CH2:7][O:6][CH2:12][CH2:11]1. Reaction conditions: time 1 hour. Reaction SMILES: [F:1][CH2:2][CH2:3][CH2:4]O.CC(OI1(OC(C)=O)(OC(C)=O)OC(=O)C2C=CC=CC1=2)=O.[CH3:28][O:29][C:30]1[CH:49]=[CH:48][C:33]2[N:34]=[C:35]3[N:40]=[C:39]([C:41]4[CH:47]=[CH:46][C:44]([NH2:45])=[CH:43][CH:42]=4)[CH:38]=[CH:37][N:36]3[C:32]=2[CH:31]=1.[BH-](OC(C)=O)(OC(C)=O)OC(C)=O.[Na+]>ClCCCl.C(Cl)Cl>[F:1][CH2:2][CH2:3][CH2:4][NH:45][C:44]1[CH:46]=[CH:47][C:41]([C:39]2[CH:38]=[CH:37][N:36]3[C:32]4[CH:31]=[C:30]([O:29][CH3:28])[CH:49]=[CH:48][C:33]=4[N:34]=[C:35]3[N:40]=2)=[CH:42][CH:43]=1 |f:3.4|. Run in C(Cl)Cl (DCM), ClCCCl (DCE), ClCCCl (DCE). Procedure: To a stirred solution of 3-fluoropropan-1-ol (5 mg, 0.05 mmol) in 0.3 mL o DCM at rt was added Dess-Martin reagent (42 mg, 0.1 mmol). The mixture was stirred for 1 h at rt and 0.3 mL of DCE was added. It was filtered through a cotton pad into a stirred mixture of 4-(7-methoxybenzo[4,5]imidazo[1,2-a]pyrimidin-2-yl)aniline (5 mg, 0.017 mmol, prepared following General Experiment Procedures Q and R) and NaBH(AcO)3 (42 mg, 0.2 mmol) in 0.3 mL of DCE. The reaction was vigorously stirred for 5 min and... The product is FCCCNC1=CC=C(C=C1)C1=NC=2N(C=C1)C1=C(N2)C=CC(=C1)OC (N-(3-Fluoropropyl)-4-(7-methoxybenzo[4,5]imidazo[1,2-a]pyrimidin-2-yl)aniline). The yield is 83.9%. Reactants: FCCCO (3-fluoropropan-1-ol), CC(=O)OI1(C=2C=CC=CC2C(=O)O1)(OC(=O)C)OC(=O)C (Dess-Martin reagent), COC1=CC2=C(N=C3N2C=CC(=N3)C3=CC=C(N)C=C3)C=C1 (4-(7-methoxybenzo[4,5]imidazo[1,2-a]pyrimidin-2-yl)aniline), [BH-](OC(=O)C)(OC(=O)C)OC(=O)C.[Na+] (NaBH(AcO)3). Starting materials: CCCCOC(=O)c1cc(=O)c2c3c(cc(Cl)c2o1)-c1ccc(S(=O)(=O)O)cc1C(C)(C)O3, CC(=O)O, Cl, O. The product is CC1(C)Oc2c(cc(Cl)c3oc(C(=O)O)cc(=O)c23)-c2ccc(S(=O)(=O)O)cc21. As a reaction SMILES: [CH2:1]([CH2:2][CH2:3][CH3:4])[O:5][C:6](=[O:7])[c:8]1[o:9][c:10]2[c:11]([c:12](=[O:14])[cH:13]1)[c:15]1[c:16]([cH:17][c:18]2[Cl:19])-[c:20]2[c:21]([cH:26][c:27]([S:30](=[O:31])(=[O:32])[OH:33])[cH:28][cH:29]2)[C:22]([CH3:24])([CH3:25])[O:23]1.[CH3:35][C:36](=[O:37])[OH:38].[ClH:39].[OH2:34]>>[O:5]=[C:6]([OH:7])[c:8]1[o:9][c:10]2[c:11]([c:12](=[O:14])[cH:13]1)[c:15]1[c:16]([cH:17][c:18]2[Cl:19])-[c:20]2[c:21]([cH:26][c:27]([S:30](=[O:31])(=[O:32])[OH:33])[cH:28][cH:29]2)[C:22]([CH3:24])([CH3:25])[O:23]1. Reported procedure: This compound is synthesized analogously to example 1 from 4-[2-(3-methoxy-phenyl)-ethoxy]-1H-indole-2-carboxylic acid 16k and amine 14. As a reaction SMILES: [CH3:1][O:2][C:3]1[CH:4]=[C:5]([CH2:9][CH2:10][O:11][C:12]2[CH:20]=[CH:19][CH:18]=[C:17]3[C:13]=2[CH:14]=[C:15]([C:21]([OH:23])=O)[NH:16]3)[CH:6]=[CH:7][CH:8]=1.[NH2:24][CH:25]1[CH2:30][CH2:29][C:28]([CH2:32][CH2:33][N:34]2[CH2:39][CH2:38][C@H:37]([OH:40])[C@@H:36]([CH3:41])[CH2:35]2)([OH:31])[CH2:27][CH2:26]1>>[OH:31][C:28]1([CH2:32][CH2:33][N:34]2[CH2:39][CH2:38][C@H:37]([OH:40])[C@@H:36]([CH3:41])[CH2:35]2)[CH2:29][CH2:30][CH:25]([NH:24][C:21]([C:15]2[NH:16][C:17]3[C:13]([CH:14]=2)=[C:12]([O:11][CH2:10][CH2:9][C:5]2[CH:6]=[CH:7][CH:8]=[C:3]([O:2][CH3:1])[CH:4]=2)[CH:20]=[CH:19][CH:18]=3)=[O:23])[CH2:26][CH2:27]1. The reactants are COC=1C=C(C=CC1)CCOC1=C2C=C(NC2=CC=C1)C(=O)O (4-[2-(3-methoxy-phenyl)-ethoxy]-1H-indole-2-carboxylic acid), NC1CCC(CC1)(O)CCN1C[C@@H]([C@H](CC1)O)C ((3S,4S)-1-[2-(4-Amino-1-hydroxy-cyclohexyl)-ethyl]-3-methyl-piperidin-4-ol). Product: OC1(CCC(CC1)NC(=O)C=1NC2=CC=CC(=C2C1)OCCC1=CC(=CC=C1)OC)CCN1C[C@@H]([C@H](CC1)O)C (4-[2-(3-Methoxy-phenyl)-ethoxy]-1H-indole-2-carboxylic acid {4-hydroxy-4-[2-((3S,4S)-4-hydroxy-3-methyl-piperidin-1-yl)-ethyl]-cyclohexyl}-amide). Starting materials: F[C@]1([C@@H](O[C@@H]([C@H]1O)CO)N1C(=O)NC(=O)C=C1)C (2′-deoxy-2′-fluoro-2′-C-methyluridine), CC(C)(C)[Si](C)(C)Cl (TBDMSCl), C1(=CC=CC=C1)C (toluene), CO (Methanol). Run in N1=CC=CC=C1 (pyridine), N1=CC=CC=C1 (pyridine). Reaction conditions: time 24 hour. Product: [Si](C)(C)(C(C)(C)C)OC[C@@H]1[C@H]([C@@]([C@@H](O1)N1C(=O)NC(=O)C=C1)(C)F)O (5′-O-tert-Butyldimethylsilyl-2′-deoxy-2′-fluoro-2′-C-methyluridine). RXN SMILES: [F:1][C@:2]1([CH3:18])[C@H:6]([OH:7])[C@@H:5]([CH2:8][OH:9])[O:4][C@H:3]1[N:10]1[CH:17]=[CH:16][C:14](=[O:15])[NH:13][C:11]1=[O:12].[CH3:19][C:20]([Si:23](Cl)([CH3:25])[CH3:24])([CH3:22])[CH3:21].CO.C1(C)C=CC=CC=1>N1C=CC=CC=1>[Si:23]([O:9][CH2:8][C@H:5]1[O:4][C@@H:3]([N:10]2[CH:17]=[CH:16][C:14](=[O:15])[NH:13][C:11]2=[O:12])[C@@:2]([F:1])([CH3:18])[C@@H:6]1[OH:7])([C:20]([CH3:22])([CH3:21])[CH3:19])([CH3:25])[CH3:24]. Reported procedure: To a stirred solution of 2′-deoxy-2′-fluoro-2′-C-methyluridine (3, 81.1 g, 312 mmol) in dry pyridine (750 mL) was added drop-wise a solution of TBDMSCl (103.19 g, 685.6 mmol) in dry pyridine (500 mL) over a period of 45 min at ambient temperature. The reaction was allowed to stir at ambient temperature for 24 h. Methanol (85 mL) was added to the reaction mixture and it was allowed to stir for 10 min and then the solvents were distilled off under reduced pressure. Hot water (45° C.) (1 L) was add...